From a dataset of the Open Reaction Database (ORD), a public repository of structured organic reaction records. describe an organic reaction: reactants, conditions, products, and yield Reactants: C1CCOC1, COCc1ncc(C(=O)OC)n1Cc1cc(-c2ccc(Cl)s2)on1, [Li+], [OH-], O, O. The product is COCc1ncc(C(=O)O)n1Cc1cc(-c2ccc(Cl)s2)on1. Reaction SMILES: [CH2:28]1[O:29][CH2:30][CH2:31][CH2:32]1.[CH3:1][O:2][C:3](=[O:4])[c:5]1[n:6]([CH2:13][c:14]2[n:15][o:16][c:17](-[c:19]3[s:20][c:21]([Cl:24])[cH:22][cH:23]3)[cH:18]2)[c:7]([CH2:10][O:11][CH3:12])[n:8][cH:9]1.[Li+:27].[OH-:26].[OH2:25].[OH2:33]>>[O:2]=[C:3]([OH:4])[c:5]1[n:6]([CH2:13][c:14]2[n:15][o:16][c:17](-[c:19]3[s:20][c:21]([Cl:24])[cH:22][cH:23]3)[cH:18]2)[c:7]([CH2:10][O:11][CH3:12])[n:8][cH:9]1. The reactants are CCN=C=NCCCN(C)C, CCN(C(C)C)C(C)C, CNCc1sc2ccc(F)cc2c1C, O=C(O)C=Cc1cnc2c(c1)OCC(=O)N2, CN(C)C=O, O, On1nnc2ccccc21. Yields the product Cc1c(CN(C)C(=O)C=Cc2cnc3c(c2)OCC(=O)N3)sc2ccc(F)cc12. RXN SMILES: [CH3:50][N:51]([CH3:52])[CH2:53][CH2:54][CH2:55][N:56]=[C:57]=[N:58][CH2:59][CH3:60].[CH:41]([N:42]([CH:43]([CH3:44])[CH3:45])[CH2:46][CH3:47])([CH3:48])[CH3:49].[F:1][c:2]1[cH:3][c:4]2[c:5]([s:6][c:7]([CH2:10][NH:11][CH3:12])[c:8]2[CH3:9])[cH:13][cH:14]1.[O:15]=[C:16]1[NH:17][c:18]2[c:19]([cH:22][c:23]([CH:26]=[CH:27][C:28](=[O:29])[OH:30])[cH:24][n:25]2)[O:20][CH2:21]1.[O:61]=[CH:62][N:63]([CH3:64])[CH3:65].[OH2:66].[OH:31][n:32]1[c:33]2[cH:34][cH:35][cH:36][cH:37][c:38]2[n:39][n:40]1>>[F:1][c:2]1[cH:3][c:4]2[c:5]([s:6][c:7]([CH2:10][N:11]([CH3:12])[C:28]([CH:27]=[CH:26][c:23]3[cH:22][c:19]4[c:18]([n:25][cH:24]3)[NH:17][C:16](=[O:15])[CH2:21][O:20]4)=[O:30])[c:8]2[CH3:9])[cH:13][cH:14]1. The reactants are O=c1[nH]ccc(-c2ccc(Cl)cc2Cl)c1[N+](=O)[O-], CN(C)C=O, O=P(Cl)(Cl)Cl. The product is O=[N+]([O-])c1c(-c2ccc(Cl)cc2Cl)ccnc1Cl. RXN SMILES: [Cl:6][c:7]1[c:8](-[c:14]2[c:15]([N+:21](=[O:22])[O-:23])[c:16](=[O:20])[nH:17][cH:18][cH:19]2)[cH:9][cH:10][c:11]([Cl:13])[cH:12]1.[O:24]=[CH:25][N:26]([CH3:27])[CH3:28].[P:1]([Cl:2])([Cl:3])([Cl:4])=[O:5]>>[Cl:3][c:16]1[c:15]([N+:21](=[O:22])[O-:23])[c:14](-[c:8]2[c:7]([Cl:6])[cH:12][c:11]([Cl:13])[cH:10][cH:9]2)[cH:19][cH:18][n:17]1. Starting materials: Cl (hydrochloric acid), aqueous solution, [BH4-].[Na+] (sodium borohydride), C(#N)C1=CC2=C(OC(C=C2N2C(C=C(C=C2)C(CC(=O)OCC)O)=O)(C)C)C=C1 (6-cyano-2,2-dimethyl-4-{1,2-dihydro-2-oxo-4-(1-hydroxy-2- ethoxycarbonylethyl)- 1-pyridinyl}-2H-benzo[b]pyran). The solvent is O1CCOCC1 (dioxane). Product: C(#N)C1=CC2=C(OC(C=C2N2C(C=C(C=C2)C(CCO)O)=O)(C)C)C=C1 (6-cyano-2,2-dimethyl-4-{1,2-dihydro-2-oxo-4-(1,3-dihydroxypropyl)-1-pyridinyl}-2H-benzo[b]pyran). The yield is 67.1%. Reaction SMILES: [C:1]([C:3]1[CH:29]=[CH:28][C:6]2[O:7][C:8]([CH3:27])([CH3:26])[CH:9]=[C:10]([N:11]3[CH:16]=[CH:15][C:14]([CH:17]([OH:24])[CH2:18][C:19](OCC)=[O:20])=[CH:13][C:12]3=[O:25])[C:5]=2[CH:4]=1)#[N:2].[BH4-].[Na+].Cl>O1CCOCC1>[C:1]([C:3]1[CH:29]=[CH:28][C:6]2[O:7][C:8]([CH3:26])([CH3:27])[CH:9]=[C:10]([N:11]3[CH:16]=[CH:15][C:14]([CH:17]([OH:24])[CH2:18][CH2:19][OH:20])=[CH:13][C:12]3=[O:25])[C:5]=2[CH:4]=1)#[N:2] |f:1.2|. Reported procedure: In 50 ml of dioxane, is dissolved 3.87 g of 6-cyano-2,2-dimethyl-4-{1,2-dihydro-2-oxo-4-(1-hydroxy-2-ethoxycarbonylethyl)-1-pyridinyl}-2H-benzo[b]pyran obtained in Example 31. Then, 50 ml of an aqueous solution containing 3.71 g of sodium borohydride is added at room temperature and reacted at room temperature for one hour. After stopping the reaction by adding 100 ml of 2M aqueous hydrochloric acid, the reaction mixture is extracted with ethyl acetate. The organic layer is washed with saturated...